describe an organic reaction: reactants, conditions, products, and yield From a dataset of the Open Reaction Database (ORD), a public repository of structured organic reaction records. Starting materials: C(C=C)[C@@]1(C(N([C@@H]([C@H](C1)C1=CC(=CC=C1)Cl)C1=CC=C(C=C1)Cl)[C@H](CO)CC)=O)C ((3S,5R,6S)-3-allyl-5-(3-chlorophenyl)-6-(4-chlorophenyl)-1-((S)-1-hydroxybutan-2-yl)-3-methylpiperidin-2-one), CC(C)S(=O)(=O)N (propane-2-sulfonamide). Product: C(C=C)[C@@]1(C(N([C@@H]([C@H](C1)C1=CC(=CC=C1)Cl)C1=CC=C(C=C1)Cl)[C@H](CNS(=O)(=O)C(C)C)CC)=O)C (N—((S)-2-((3S,5R,6S)-3-allyl-5-(3-chlorophenyl)-6-(4-chlorophenyl)-3-methyl-2-oxopiperidin-1-yl)butyl)propane-2-sulfonamide). Reaction SMILES: [CH2:1]([C@@:4]1([CH3:30])[CH2:9][C@H:8]([C:10]2[CH:15]=[CH:14][CH:13]=[C:12]([Cl:16])[CH:11]=2)[C@@H:7]([C:17]2[CH:22]=[CH:21][C:20]([Cl:23])=[CH:19][CH:18]=2)[N:6]([C@@H:24]([CH2:27][CH3:28])[CH2:25]O)[C:5]1=[O:29])[CH:2]=[CH2:3].[CH3:31][CH:32]([S:34]([NH2:37])(=[O:36])=[O:35])[CH3:33]>>[CH2:1]([C@@:4]1([CH3:30])[CH2:9][C@H:8]([C:10]2[CH:15]=[CH:14][CH:13]=[C:12]([Cl:16])[CH:11]=2)[C@@H:7]([C:17]2[CH:22]=[CH:21][C:20]([Cl:23])=[CH:19][CH:18]=2)[N:6]([C@@H:24]([CH2:27][CH3:28])[CH2:25][NH:37][S:34]([CH:32]([CH3:33])[CH3:31])(=[O:36])=[O:35])[C:5]1=[O:29])[CH:2]=[CH2:3]. Procedure details: The title compound was prepared from (3S,5R,6S)-3-allyl-5-(3-chlorophenyl)-6-(4-chlorophenyl)-1-((S)-1-hydroxybutan-2-yl)-3-methylpiperidin-2-one (Example 91, Step B) and propane-2-sulfonamide as described in Example 181, Step A. MS (ESI) m/z=551 [M+H]+. The reactants are O=C([O-])[O-], CCCCCBr, [K+], [K+], CN(C)C=O, COc1cccc(C(=O)O)c1O. Yields the product CCCCCOc1c(OC)cccc1C(=O)O. RXN SMILES: [C:13](=[O:14])([O-:15])[O-:16].[CH2:19]([CH2:20][CH2:21][CH2:22][CH3:23])[Br:24].[K+:17].[K+:18].[O:25]=[CH:26][N:27]([CH3:28])[CH3:29].[OH:1][c:2]1[c:3]([C:4](=[O:5])[OH:6])[cH:7][cH:8][cH:9][c:10]1[O:11][CH3:12]>>[O:1]([c:2]1[c:3]([C:4](=[O:5])[OH:6])[cH:7][cH:8][cH:9][c:10]1[O:11][CH3:12])[CH2:19][CH2:20][CH2:21][CH2:22][CH3:23]. Starting materials: CC(C)(C)c1ccc(N)cc1, CC(=O)O, O, [Zn]. Product: CC(=O)Nc1ccc(C(C)(C)C)cc1. RXN SMILES: [C:1]([CH3:2])([CH3:3])([CH3:4])[c:5]1[cH:6][cH:7][c:8]([NH2:9])[cH:10][cH:11]1.[CH3:13][C:14]([OH:15])=[O:16].[OH2:12].[Zn:17]>>[C:1]([CH3:2])([CH3:3])([CH3:4])[c:5]1[cH:6][cH:7][c:8]([NH:9][C:14]([CH3:13])=[O:15])[cH:10][cH:11]1. Starting materials: C1CCOC1, CCOCC, CC(C)Cl, [Mg], O, Cc1[nH]c(-c2ccccc2)nc1C=O. Product: Cc1[nH]c(-c2ccccc2)nc1C(O)C(C)C. As a reaction SMILES: [CH2:26]1[O:27][CH2:28][CH2:29][CH2:30]1.[CH3:21][CH2:22][O:23][CH2:24][CH3:25].[Cl:1][CH:2]([CH3:3])[CH3:4].[Mg:5].[OH2:20].[c:6]1(-[c:12]2[nH:13][c:14]([CH3:19])[c:15]([CH:17]=[O:18])[n:16]2)[cH:7][cH:8][cH:9][cH:10][cH:11]1>>[CH:2]([CH3:3])([CH3:4])[CH:17]([c:15]1[c:14]([CH3:19])[nH:13][c:12](-[c:6]2[cH:7][cH:8][cH:9][cH:10][cH:11]2)[n:16]1)[OH:18]. Starting materials: [Br-], CCOCC, CCOCC, C[Mg+], COc1ccc(C(=O)c2ccc(OC)cc2)cc1. Yields the product C=C(c1ccc(OC)cc1)c1ccc(OC)cc1. RXN SMILES: [Br-:6].[CH2:1]([O:2][CH2:3][CH3:4])[CH3:5].[CH3:27][CH2:28][O:29][CH2:30][CH3:31].[CH3:7][Mg+:8].[CH3:9][O:10][c:11]1[cH:12][cH:13][c:14]([C:15](=[O:16])[c:17]2[cH:18][cH:19][c:20]([O:23][CH3:24])[cH:21][cH:22]2)[cH:25][cH:26]1>>[CH2:1]=[C:15]([c:14]1[cH:13][cH:12][c:11]([O:10][CH3:9])[cH:26][cH:25]1)[c:17]1[cH:18][cH:19][c:20]([O:23][CH3:24])[cH:21][cH:22]1. Reactants: COC1=C(C=O)C=CC(=C1)OC (2,4-dimethoxybenzaldehyde), SCCC(=O)O (3-mercaptopropionic acid), C([O-])([O-])=O.[NH4+].[NH4+] (ammonium carbonate). Run in C1=CC=CC=C1 (benzene). Product: COC1=C(C=C(C=C1)C2NC(=O)CCS2)OC (2-(3,4-dimethoxyphenyl)-1,3-perhydrothiazine-4-one). The yield is 87.0%. Reaction SMILES: CO[C:3]1[CH:10]=[C:9]([O:11][CH3:12])[CH:8]=[CH:7][C:4]=1[CH:5]=O.[SH:13][CH2:14][CH2:15][C:16]([OH:18])=O.[C:19](=[O:22])([O-])[O-].[NH4+:23].[NH4+]>C1C=CC=CC=1>[CH3:12][O:11][C:9]1[CH:10]=[CH:3][C:4]([CH:5]2[S:13][CH2:14][CH2:15][C:16](=[O:18])[NH:23]2)=[CH:7][C:8]=1[O:22][CH3:19] |f:2.3.4|. Procedure details: A mixture of 16.6 g of 2,4-dimethoxybenzaldehyde, 10.6 g of 3-mercaptopropionic acid and 6 g of ammonium carbonate in 250 ml of benzene was refluxed for 3 hours in a reaction vessel provided with a Dean-Stark apparatus at 80° C. while removing the distilled water. The crystals which separated out after cooling the reaction mixture were collected by filtration and recrystallized from hot benzene to obtain the object, colourless minute acicular crystals melting at 166° to 167° C. in an amount of 2...